This data is from the Open Reaction Database (ORD), a public repository of structured organic reaction records. The task is: describe an organic reaction: reactants, conditions, products, and yield Starting materials: Oc1ccc(Br)cc1F, CC(C)(C)OC(=O)C(C)(C)Sc1nc(CCO)cs1, CCOC(=O)[N+](=[N-])C(=O)OCC, C1CCOC1, c1ccc(P(c2ccccc2)c2ccccc2)cc1. Product: CC(C)(C)OC(=O)C(C)(C)Sc1nc(CCOc2ccc(Br)cc2F)cs1. As a reaction SMILES: [Br:20][c:21]1[cH:22][c:23]([F:28])[c:24]([OH:27])[cH:25][cH:26]1.[C:1]([CH3:2])([CH3:3])([CH3:4])[O:5][C:6]([C:7]([CH3:8])([CH3:9])[S:10][c:11]1[s:12][cH:13][c:14]([CH2:16][CH2:17][OH:18])[n:15]1)=[O:19].[N+:48]([C:49]([O:50][CH2:51][CH3:52])=[O:53])([C:54]([O:55][CH2:56][CH3:57])=[O:58])=[N-:59].[O:60]1[CH2:61][CH2:62][CH2:63][CH2:64]1.[c:29]1([P:30]([c:31]2[cH:32][cH:33][cH:34][cH:35][cH:36]2)[c:37]2[cH:38][cH:39][cH:40][cH:41][cH:42]2)[cH:43][cH:44][cH:45][cH:46][cH:47]1>>[C:1]([CH3:2])([CH3:3])([CH3:4])[O:5][C:6]([C:7]([CH3:8])([CH3:9])[S:10][c:11]1[s:12][cH:13][c:14]([CH2:16][CH2:17][O:18][c:24]2[c:23]([F:28])[cH:22][c:21]([Br:20])[cH:26][cH:25]2)[n:15]1)=[O:19]. The reactants are CC1(C)C2CCC1(CS(=O)(=O)O)C(=O)C2, CCO, O=C(Cc1ccc(F)cc1)N=C=S, CN(C)CC1CCN(C(=O)Nc2cc(Oc3ccc(N)cc3F)ncn2)C1, Cc1ccccc1. Yields the product CN(C)CC1CCN(C(=O)Nc2cc(Oc3ccc(NC(=S)NC(=O)Cc4ccc(F)cc4)cc3F)ncn2)C1. RXN SMILES: [C:48]12([CH2:49][S:50]([OH:51])(=[O:52])=[O:53])[C:54]([CH3:55])([CH3:56])[CH:57]([CH2:58][CH2:59]1)[CH2:60][C:61]2=[O:62].[CH3:63][CH2:64][OH:65].[F:8][c:9]1[cH:10][cH:11][c:12]([CH2:15][C:16](=[O:17])[N:18]=[C:19]=[S:20])[cH:13][cH:14]1.[NH2:21][c:22]1[cH:23][c:24]([F:47])[c:25]([O:26][c:27]2[n:28][cH:29][n:30][c:31]([NH:33][C:34](=[O:35])[N:36]3[CH2:37][CH:38]([CH2:41][N:42]([CH3:43])[CH3:44])[CH2:39][CH2:40]3)[cH:32]2)[cH:45][cH:46]1.[c:1]1([CH3:2])[cH:3][cH:4][cH:5][cH:6][cH:7]1>>[F:8][c:9]1[cH:10][cH:11][c:12]([CH2:15][C:16](=[O:17])[NH:18][C:19](=[S:20])[NH:21][c:22]2[cH:23][c:24]([F:47])[c:25]([O:26][c:27]3[n:28][cH:29][n:30][c:31]([NH:33][C:34](=[O:35])[N:36]4[CH2:37][CH:38]([CH2:41][N:42]([CH3:43])[CH3:44])[CH2:39][CH2:40]4)[cH:32]3)[cH:45][cH:46]2)[cH:13][cH:14]1. The product is IC1=C(C=C(C=C1)O)C (4-Iodo-3-methylphenol). The solvent is O1CCCC1 (tetrahydrofuran), Cl (HCl), O (water), O (water). Reported procedure: To a solution of 4-amino-meta-cresol (20.59 g, 167 mmol) in 90 mL of tetrahydrofuran and 280 mL of 3M HCl solution at 0° C. was added a solution of NaNO2 (12.73 g, 184 mmol) in 40 mL of water dropwise over 5 minutes. After 25 minutes, a solution of potassium iodide (112.5 g, 678 mmol) in 85 mL of water was added, and stirring was continued for 15 minutes. The solution was poured into EtOAc and the organic layer was washed with water and brine, dried (Na2SO4), filtered, and concentrated in vacuo.... RXN SMILES: N[C:2]1[C:3]([CH3:9])=[CH:4][C:5]([OH:8])=[CH:6][CH:7]=1.N([O-])=O.[Na+].[I-:14].[K+].CCOC(C)=O>O1CCCC1.Cl.O>[I:14][C:2]1[CH:7]=[CH:6][C:5]([OH:8])=[CH:4][C:3]=1[CH3:9] |f:1.2,3.4|. The reactants are NC=1C(=CC(=CC1)O)C (4-amino-meta-cresol), N(=O)[O-].[Na+] (NaNO2), CCOC(=O)C (EtOAc), [I-].[K+] (potassium iodide). Run at time 25 minute. Reaction SMILES: Br[CH2:2][C:3](=[CH2:11])[C:4]([O:6][C:7]([CH3:10])([CH3:9])[CH3:8])=[O:5].C(=O)([O-])[O-].[K+].[K+].[CH3:18][O:19][CH2:20][CH2:21][OH:22]>O>[CH3:18][O:19][CH2:20][CH2:21][O:22][CH2:2][C:3](=[CH2:11])[C:4]([O:6][C:7]([CH3:10])([CH3:9])[CH3:8])=[O:5] |f:1.2.3|. The product is COCCOCC(C(=O)OC(C)(C)C)=C (tert-Butyl 2-(2-methoxyethoxymethyl)acrylate). Reaction conditions: temperature 0 celsius, time 1 hour. Solvent: O (water). Reported procedure: To a solution of tert-butyl 2-(bromomethyl)acrylate (2.0 g, 9.0 mmol) in 2-methoxyethanol (30 ml) at 0° C. was added, in one portion, potassium carbonate (2.5 g, 18 mmol) and the mixture stirred at 0° C. for 1 hour. The reaction was diluted with distilled water (100 ml) and extracted with dichloromethane (100 ml). The layers were separated and the aqueous layer further extracted with dichloromethane (2×50 ml). The combined organic extracts were dried over magnesium sulphate, filtered and concent... Reactants: BrCC(C(=O)OC(C)(C)C)=C (tert-butyl 2-(bromomethyl)acrylate), C([O-])([O-])=O.[K+].[K+] (potassium carbonate), COCCO (2-methoxyethanol). Reactants: Cl (HCl), aqueous solution, [OH-].[Na+] (sodium hydroxide), C(C)C1=NC=2C(=NC(=CC2C)C(=O)OC)N1CC1=CC=C(C=C1)C1=C(C=CC=C1)C=1NOC(N1)=O (Methyl 2-ethyl-3-[[2'-(2,5-dihydro-5-oxo-1,2,4-oxadiazol-3-yl)biphenyl-4-yl]methyl]-7-methylimidazo[4,5-b]pyridine-5carboxylate). Solvent: CO (methanol). Reaction conditions: temperature 60 celsius, time 3 hour. The product is C(C)C1=NC=2C(=NC(=CC2C)C(=O)O)N1CC1=CC=C(C=C1)C1=C(C=CC=C1)C=1NOC(N1)=O (2-Ethyl-3-[[2'-(2,5-dihydro-5-oxo-1,2,4-oxadiazol-3-yl)biphenyl-4-yl]methyl]-7-methylimidazo[4,5-b]pyridine-5-carboxylic acid). Isolated yield 69.9%. As a reaction SMILES: [CH2:1]([C:3]1[N:16]([CH2:17][C:18]2[CH:23]=[CH:22][C:21]([C:24]3[CH:29]=[CH:28][CH:27]=[CH:26][C:25]=3[C:30]3[NH:31][O:32][C:33](=[O:35])[N:34]=3)=[CH:20][CH:19]=2)[C:6]2=[N:7][C:8]([C:12]([O:14]C)=[O:13])=[CH:9][C:10]([CH3:11])=[C:5]2[N:4]=1)[CH3:2].[OH-].[Na+].Cl>CO>[CH2:1]([C:3]1[N:16]([CH2:17][C:18]2[CH:19]=[CH:20][C:21]([C:24]3[CH:29]=[CH:28][CH:27]=[CH:26][C:25]=3[C:30]3[NH:31][O:32][C:33](=[O:35])[N:34]=3)=[CH:22][CH:23]=2)[C:6]2=[N:7][C:8]([C:12]([OH:14])=[O:13])=[CH:9][C:10]([CH3:11])=[C:5]2[N:4]=1)[CH3:2] |f:1.2|. Procedure details: To a suspension of the compound (0.9 g) obtained in Example (56g) in methanol (20 ml) was added 1N aqueous solution of sodium hydroxide (4.5 ml), and the mixture was stirred for 3 hours at 60° C. To the reaction mixture was added 1N HCl to adjust the pH to 3-4. Resulting crystalline precipitates were collected by filtration and dried. Crude crystals thus obtained were recrystallized from ethyl acetate--methanol afforded the title compound as colorless crystals (0.61 g, 69%), m.p.261°-164° C. (de... The reactants are CO, Cl, [Na+], COC(=O)Cc1ccc2c(c1)C(=O)Cc1ccccc1C2, [OH-], O. The product is O=C(O)Cc1ccc2c(c1)C(=O)Cc1ccccc1C2. Reaction SMILES: [CH3:26][OH:27].[ClH:25].[Na+:23].[O:1]=[C:2]1[c:3]2[c:4]([cH:13][cH:14][c:15]([CH2:17][C:18](=[O:19])[O:20][CH3:21])[cH:16]2)[CH2:5][c:6]2[c:7]([cH:9][cH:10][cH:11][cH:12]2)[CH2:8]1.[OH-:22].[OH2:24]>>[O:1]=[C:2]1[c:3]2[c:4]([cH:13][cH:14][c:15]([CH2:17][C:18](=[O:19])[OH:20])[cH:16]2)[CH2:5][c:6]2[c:7]([cH:9][cH:10][cH:11][cH:12]2)[CH2:8]1. Starting materials: C1CCOC1, Cc1cc(CCO)ccn1, O=C1NC(=O)c2ccccc21, c1ccc(P(c2ccccc2)c2ccccc2)cc1. Yields the product Cc1cc(CCN2C(=O)c3ccccc3C2=O)ccn1. RXN SMILES: [CH2:41]1[O:42][CH2:43][CH2:44][CH2:45]1.[CH3:20][c:21]1[n:22][cH:23][cH:24][c:25]([CH2:27][CH2:28][OH:29])[cH:26]1.[O:30]=[C:31]1[NH:32][C:33](=[O:34])[c:35]2[cH:36][cH:37][cH:38][cH:39][c:40]21.[c:1]1([P:2]([c:3]2[cH:4][cH:5][cH:6][cH:7][cH:8]2)[c:9]2[cH:10][cH:11][cH:12][cH:13][cH:14]2)[cH:15][cH:16][cH:17][cH:18][cH:19]1>>[CH3:20][c:21]1[n:22][cH:23][cH:24][c:25]([CH2:27][CH2:28][N:32]2[C:31](=[O:30])[c:40]3[c:35]([cH:36][cH:37][cH:38][cH:39]3)[C:33]2=[O:34])[cH:26]1. Reactants: C1(=CC=CC=C1)C(C(=O)O)C ((±)-2-Phenylpropionic acid), S(=O)(Cl)Cl (thionyl chloride). The solvent is C(Cl)(Cl)(Cl)Cl (carbon tetrachloride). The product is C1(=CC=CC=C1)C(C(=O)Cl)C ((±)-2-phenylpropionic acid chloride). As a reaction SMILES: [C:1]1([CH:7]([CH3:11])[C:8](O)=[O:9])[CH:6]=[CH:5][CH:4]=[CH:3][CH:2]=1.S(Cl)([Cl:14])=O>C(Cl)(Cl)(Cl)Cl>[C:1]1([CH:7]([CH3:11])[C:8]([Cl:14])=[O:9])[CH:6]=[CH:5][CH:4]=[CH:3][CH:2]=1. Procedure: (±)-2-Phenylpropionic acid in the amount of 7.50 g (50 mmol) and 7.14 g (60 mmol) of thionyl chloride were heated for 1 hour under reflux in carbon tetrachloride. The solvent and unaltered thionyl chloride were evaporated under reduced pressure to give (±)-2-phenylpropionic acid chloride as a pale yellow oil. To the oil were added 30 ml of benzene, 7.30 g (52.5 mmol) of p-nitrophenol and 4.75 g (60.0 mmol) of pyridine were added, and the mixture was stirred at room temperature for 2 hours. The r... Reactants: BrCC1=NN(C=2CCCCC12)CC1=CC=CC=C1 (3-Bromomethyl-4,5,6,7-tetrahydro-1-benzyl-1H-indazole), O=C1CC(N(C2=C(N1CC(=O)N(C1=CC=C(C=C1)OC)C(C)C)C=CC=C2)C2=CC=CC=C2)=O (2-(2,4-Dioxo-5-phenyl-2,3,4,5-tetrahydro-benzo[b][1,4]diazepin-1-yl)-N-isopropyl-N-(4-methoxy-phenyl) acetamide), solution, C[Si](C)(C)[N-][Si](C)(C)C.[Na+] (NaN(TMS)2). Solvent: CN(C)C=O (DMF), CN(C)C=O (DMF), C1CCOC1 (THF). Yield: 71.3%. Conditions: time 5 minute. As a reaction SMILES: [O:1]=[C:2]1[N:8]([CH2:9][C:10]([N:12]([CH:21]([CH3:23])[CH3:22])[C:13]2[CH:18]=[CH:17][C:16]([O:19][CH3:20])=[CH:15][CH:14]=2)=[O:11])[C:7]2[CH:24]=[CH:25][CH:26]=[CH:27][C:6]=2[N:5]([C:28]2[CH:33]=[CH:32][CH:31]=[CH:30][CH:29]=2)[C:4](=[O:34])[CH2:3]1.C[Si]([N-][Si](C)(C)C)(C)C.[Na+].Br[CH2:46][C:47]1[C:55]2[CH2:54][CH2:53][CH2:52][CH2:51][C:50]=2[N:49]([CH2:56][C:57]2[CH:62]=[CH:61][CH:60]=[CH:59][CH:58]=2)[N:48]=1>CN(C=O)C.C1COCC1>[O:1]=[C:2]1[N:8]([CH2:9][C:10]([N:12]([CH:21]([CH3:23])[CH3:22])[C:13]2[CH:18]=[CH:17][C:16]([O:19][CH3:20])=[CH:15][CH:14]=2)=[O:11])[C:7]2[CH:24]=[CH:25][CH:26]=[CH:27][C:6]=2[N:5]([C:28]2[CH:29]=[CH:30][CH:31]=[CH:32][CH:33]=2)[C:4](=[O:34])[CH:3]1[CH2:46][C:47]1[C:55]2[CH2:54][CH2:53][CH2:52][CH2:51][C:50]=2[N:49]([CH2:56][C:57]2[CH:62]=[CH:61][CH:60]=[CH:59][CH:58]=2)[N:48]=1 |f:1.2|. The product is O=C1C(C(N(C2=C(N1CC(=O)N(C1=CC=C(C=C1)OC)C(C)C)C=CC=C2)C2=CC=CC=C2)=O)CC2=NN(C=1CCCCC21)CC2=CC=CC=C2 (2-[2,4-Dioxo-5-phenyl-3-(4,5,6,7-tetrahydro-1-benzyl-1H-indazol-3-ylmethyl)-2,3,4,5-tetrahydro-benzo[b][1,4]diazepin-1-yl]-N-isopropyl-N-(4-methoxyphenyl)-acetamide). Procedure: To a stirring solution of 164 mg (0.36 mmol) of 2-(2,4-Dioxo-5-phenyl-2,3,4,5-tetrahydro-benzo[b][1,4]diazepin-1-yl)-N-isopropyl-N-(4-methoxy-phenyl) acetamide in 5 mL of DMF at 0° C. is added 0.430 mL (0.78 mmol, 1.2 equiv) of a 1.0M solution of NaN(TMS)2 in THF. The resulting solution is stirred 5 min, and a solution of 120 mg (0.39 mmol, 1.1 equiv.) of 3-Bromomethyl-4,5,6,7-tetrahydro-1-benzyl-1H-indazole in 2 mL of DMF is added. The resulting solution is stirred for 3 h at RT then quenched w... The reactants are CI, CC(=O)O, CCOC(C)=O, [H-], [Na+], O=Cc1ccc(-c2nc3cc[nH]c(=O)c3cc2-c2ccccc2)cc1, CN(C)C=O. Product: Cn1ccc2nc(-c3ccc(C=O)cc3)c(-c3ccccc3)cc2c1=O. RXN SMILES: [CH3:28][I:29].[CH3:30][C:31](=[O:32])[OH:33].[CH3:39][CH2:40][O:41][C:42](=[O:43])[CH3:44].[H-:26].[Na+:27].[O:1]=[c:2]1[c:3]2[cH:4][c:5](-[c:20]3[cH:21][cH:22][cH:23][cH:24][cH:25]3)[c:6](-[c:12]3[cH:13][cH:14][c:15]([CH:16]=[O:17])[cH:18][cH:19]3)[n:7][c:8]2[cH:9][cH:10][nH:11]1.[O:34]=[CH:35][N:36]([CH3:37])[CH3:38]>>[O:1]=[c:2]1[c:3]2[cH:4][c:5](-[c:20]3[cH:21][cH:22][cH:23][cH:24][cH:25]3)[c:6](-[c:12]3[cH:13][cH:14][c:15]([CH:16]=[O:17])[cH:18][cH:19]3)[n:7][c:8]2[cH:9][cH:10][n:11]1[CH3:30].